Dataset: the Open Reaction Database (ORD), a public repository of structured organic reaction records. Task: describe an organic reaction: reactants, conditions, products, and yield Starting materials: BrC=1C=C(C=CC1)C1NC2=CC=C(C=C2C(C1)(C)C)S(=O)(=O)N1CCOCC1 (2-(3-bromo-phenyl)-4,4-dimethyl-6-(morpholine-4-sulfonyl)-1,2,3,4-tetrahydro-quinoline), NC1(CC1)C(=O)O (1-amino-cyclopropanecarboxylic acid), C([O-])([O-])=O.[K+].[K+] (potassium carbonate). Reagents/catalysts: [Cu]I (copper(I) iodide). Solvent: CS(=O)C (dimethyl sulfoxide). The product is CC1(CC(NC2=CC=C(C=C12)S(=O)(=O)N1CCOCC1)C=1C=C(C=CC1)NC1(CC1)C(=O)O)C (1-{3-[4,4-dimethyl-6-(morpholine-4-sulfonyl)-1,2,3,4-tetrahydro-quinolin-2-yl]-phenylamino}-cyclopropanecarboxylic acid). Isolated yield 79.9%. RXN SMILES: Br[C:2]1[CH:3]=[C:4]([CH:8]2[CH2:17][C:16]([CH3:19])([CH3:18])[C:15]3[C:10](=[CH:11][CH:12]=[C:13]([S:20]([N:23]4[CH2:28][CH2:27][O:26][CH2:25][CH2:24]4)(=[O:22])=[O:21])[CH:14]=3)[NH:9]2)[CH:5]=[CH:6][CH:7]=1.[NH2:29][C:30]1([C:33]([OH:35])=[O:34])[CH2:32][CH2:31]1.C(=O)([O-])[O-].[K+].[K+]>CS(C)=O.[Cu]I>[CH3:18][C:16]1([CH3:19])[C:15]2[C:10](=[CH:11][CH:12]=[C:13]([S:20]([N:23]3[CH2:28][CH2:27][O:26][CH2:25][CH2:24]3)(=[O:22])=[O:21])[CH:14]=2)[NH:9][CH:8]([C:4]2[CH:3]=[C:2]([NH:29][C:30]3([C:33]([OH:35])=[O:34])[CH2:32][CH2:31]3)[CH:7]=[CH:6][CH:5]=2)[CH2:17]1 |f:2.3.4|. Procedure details: A mixture solution of 2-(3-bromo-phenyl)-4,4-dimethyl-6-(morpholine-4-sulfonyl)-1,2,3,4-tetrahydro-quinoline (150 mg, 0.33 mmol), copper(I) iodide (20 mg, 0.1 mmol), 1-amino-cyclopropanecarboxylic acid (135 mg, 1.3 mmol) and potassium carbonate (110 mg, 1.0 mmol) in dimethyl sulfoxide (2.0 mL) was stirred at 120° C. for 16 h. Then the reaction mixture was cooled to room temperature and extracted with ethyl acetate (70 mL×2), washed with water (30 mL×3) and saturated aqueous ammonium chloride sol... The reactants are COc1ccc2cc(C3=CC(C)(C)Oc4cc(O)ccc43)ccc2c1, CN(C)CCCl, Cc1ccccc1, [H-], [Na+], O. Yields the product COc1ccc2cc(C3=CC(C)(C)Oc4cc(OCCN(C)C)ccc43)ccc2c1. RXN SMILES: [CH3:1][C:2]1([CH3:25])[O:3][c:4]2[cH:5][c:6]([OH:24])[cH:7][cH:8][c:9]2[C:10]([c:12]2[cH:13][c:14]3[cH:15][cH:16][c:17]([O:22][CH3:23])[cH:18][c:19]3[cH:20][cH:21]2)=[CH:11]1.[CH3:28][N:29]([CH2:30][CH2:31][Cl:32])[CH3:33].[CH3:35][c:36]1[cH:37][cH:38][cH:39][cH:40][cH:41]1.[H-:26].[Na+:27].[OH2:34]>>[CH3:1][C:2]1([CH3:25])[O:3][c:4]2[cH:5][c:6]([O:24][CH2:31][CH2:30][N:29]([CH3:28])[CH3:33])[cH:7][cH:8][c:9]2[C:10]([c:12]2[cH:13][c:14]3[cH:15][cH:16][c:17]([O:22][CH3:23])[cH:18][c:19]3[cH:20][cH:21]2)=[CH:11]1. Starting materials: [O-]P(=O)([O-])[O-].[K+].[K+].[K+] (K3PO4), COC=1C=CC=C(C1C=2C=CC=CC2P(C3CCCCC3)C4CCCCC4)OC (S-Phos), crude mixture, ClC1=NC(=CC=C1O)I (2-chloro-6-iodopyridin-3-ol), B1(C2CCCC1CCC2)CC3=CC=CC=C3 (β-benzyl-9-BBN). Reagents/catalysts: C(C)(=O)[O-].[Pd+2].C(C)(=O)[O-] (palladium acetate). Solvent: C1CCOC1 (THF), CCOC(=O)C (EtOAc). Run at temperature 80 celsius. The product is C(C1=CC=CC=C1)C1=CC=C(C(=N1)Cl)O (6-benzyl-2-chloropyridin-3-ol). Reaction SMILES: [O-]P([O-])([O-])=O.[K+].[K+].[K+].CO[C:11]1[CH:12]=[CH:13][CH:14]=[C:15](OC)[C:16]=1[C:17]1C=CC=CC=1P(C1CCCCC1)C1CCCCC1.[Cl:38][C:39]1[C:44]([OH:45])=[CH:43][CH:42]=[C:41](I)[N:40]=1.B1(CC2C=CC=CC=2)C2CCCC1CCC2>C1COCC1.CCOC(C)=O.C([O-])(=O)C.[Pd+2].C([O-])(=O)C>[CH2:17]([C:41]1[N:40]=[C:39]([Cl:38])[C:44]([OH:45])=[CH:43][CH:42]=1)[C:16]1[CH:15]=[CH:14][CH:13]=[CH:12][CH:11]=1 |f:0.1.2.3,9.10.11|. Procedure: A mixture of K3PO4 (12 g, 55 mmol), S-Phos (0.45 g, 1.1 mmol), and palladium acetate (0.21 g, 0.91 mmol) in THF (55 mL) was prepared in a sealed tube. The mixture was treated with 2-chloro-6-iodopyridin-3-ol (4.67 g, 18 mmol) and β-benzyl-9-BBN (0.5M solution in THF, 73 mL, 37 mmol) and heated to 80° C. for 2 h. The crude mixture was diluted with EtOAc, washed with 2M aqueous NaOH, brine, dried over MgSO4, and evaporated. Purification by flash chromatography (EtOAc/hexanes) gave 6-benzyl-2-chlor... The reactants are CC(C)(C)OC(=O)N1CCNCC1C(O)C(Cc1ccccc1)N=C(c1ccccc1)c1ccccc1, CC(=O)O[BH-](OC(C)=O)OC(C)=O, O=C([O-])O, CC(C)CC=O, ClCCCl, [Na+], [Na+]. Product: CC(C)CCN1CCN(C(=O)OC(C)(C)C)C(C(O)C(Cc2ccccc2)N=C(c2ccccc2)c2ccccc2)C1. As a reaction SMILES: [C:1]([CH3:2])([CH3:3])([CH3:4])[O:5][C:6](=[O:7])[N:8]1[CH:9]([CH:14]([CH:15]([CH2:16][c:17]2[cH:18][cH:19][cH:20][cH:21][cH:22]2)[N:23]=[C:24]([c:25]2[cH:26][cH:27][cH:28][cH:29][cH:30]2)[c:31]2[cH:32][cH:33][cH:34][cH:35][cH:36]2)[OH:37])[CH2:10][NH:11][CH2:12][CH2:13]1.[C:44]([O:45][BH-:46]([O:47][C:48](=[O:49])[CH3:50])[O:51][C:52](=[O:53])[CH3:54])(=[O:55])[CH3:56].[C:58](=[O:59])([OH:60])[O-:61].[CH3:38][CH:39]([CH2:40][CH:41]=[O:42])[CH3:43].[Cl:63][CH2:64][CH2:65][Cl:66].[Na+:57].[Na+:62]>>[C:1]([CH3:2])([CH3:3])([CH3:4])[O:5][C:6](=[O:7])[N:8]1[CH:9]([CH:14]([CH:15]([CH2:16][c:17]2[cH:18][cH:19][cH:20][cH:21][cH:22]2)[N:23]=[C:24]([c:25]2[cH:26][cH:27][cH:28][cH:29][cH:30]2)[c:31]2[cH:32][cH:33][cH:34][cH:35][cH:36]2)[OH:37])[CH2:10][N:11]([CH2:41][CH2:40][CH:39]([CH3:38])[CH3:43])[CH2:12][CH2:13]1. Reactants: C(C)(C)C1=C2C(NS(=O)(=O)C2=CC=C1)=O (4-isopropylsaccharin), ClCSC1=CC=CC=C1 (phenyl chloromethyl sulfide). Reagents/catalysts: [Br-].C(CCC)[N+](CCCC)(CCCC)CCCC (tetrabutylammonium bromide). Solvent: C1(=CC=CC=C1)C (toluene). Product: C(C)(C)N1S(=O)(=O)C2=CC=CC=C2C1=O (isopropylsaccharin). Isolated yield 141.2%. Reaction SMILES: C([C:4]1[CH:14]=[CH:13][CH:12]=[C:11]2[C:5]=1[C:6](=[O:15])[NH:7][S:8]2(=[O:10])=[O:9])(C)C.ClCS[C:19]1[CH:24]=CC=C[CH:20]=1>[Br-].C([N+](CCCC)(CCCC)CCCC)CCC.C1(C)C=CC=CC=1>[CH:19]([N:7]1[C:6](=[O:15])[C:5]2[C:11](=[CH:12][CH:13]=[CH:14][CH:4]=2)[S:8]1(=[O:9])=[O:10])([CH3:24])[CH3:20] |f:2.3|. Reported procedure: A mixture of 4-isopropylsaccharin (37.9 g), phenyl chloromethyl sulfide (33.3 g), tetrabutylammonium bromide (5.4 g) and toluene (200 mL) was heated under reflux for 24 hours, then stripped of volatiles. Column chromatography of the residue on silica gel (485 g) and elution first with hexane, then hexane-dichloromethane (1:1), then dichloromethane gave in the hexane-dichloromethane eluate 2-phenylthiomethyl-4,-isopropylsaccharin as a pale yellow oil (53.5 g, 92% yield).